Dataset: the Open Reaction Database (ORD), a public repository of structured organic reaction records. Task: describe an organic reaction: reactants, conditions, products, and yield The reactants are CS(C)=O, Cc1ccccc1, Clc1ccc2ccccc2n1, [Na+], [OH-], O, CC(Oc1ccc(O)cc1)C(=O)O. Yields the product CC(Oc1ccc(Oc2ccc3ccccc3n2)cc1)C(=O)O. RXN SMILES: [CH3:27][S:28]([CH3:29])=[O:30].[CH3:32][c:33]1[cH:34][cH:35][cH:36][cH:37][cH:38]1.[Cl:16][c:17]1[n:18][c:19]2[cH:20][cH:21][cH:22][cH:23][c:24]2[cH:25][cH:26]1.[Na+:15].[OH-:14].[OH2:31].[OH:1][c:2]1[cH:3][cH:4][c:5]([O:6][CH:7]([C:8](=[O:9])[OH:10])[CH3:11])[cH:12][cH:13]1>>[O:1]([c:2]1[cH:3][cH:4][c:5]([O:6][CH:7]([C:8](=[O:9])[OH:10])[CH3:11])[cH:12][cH:13]1)[c:17]1[n:18][c:19]2[cH:20][cH:21][cH:22][cH:23][c:24]2[cH:25][cH:26]1.